Dataset: the Open Reaction Database (ORD), a public repository of structured organic reaction records. Task: describe an organic reaction: reactants, conditions, products, and yield Reactants: C(C)(C)(C)OC(N(C)C1CCC(CC1)N(CC=1C=C(C=CC1F)C1=CC=C(C=C1)C(C(F)(F)F)=O)C(=O)C1=C(C2=C(S1)C=CC=C2)Cl)=O ((4-{(3-Chloro-benzo[b]thiophene-2-carbonyl)-[4-fluoro-4′-(2,2,2-trifluoro-acetyl)-biphenyl-3-ylmethyl]-amino}-cyclohexyl)-methyl-carbamic acid tert-butyl ester), O (H2O), [BH4-].[Na+] (Sodium borohydride). Solvent: CCO (EtOH), C(Cl)Cl (DCM). Yields the product C(C)(C)(C)OC(N(C)C1CCC(CC1)N(CC=1C=C(C=CC1F)C1=CC=C(C=C1)C(C(F)(F)F)O)C(=O)C1=C(C2=C(S1)C=CC=C2)Cl)=O ((4-{(3-Chloro-benzo[b]thiophene-2-carbonyl)-[4-fluoro-4′-(2,2,2-trifluoro-1-hydroxy-ethyl)-biphenyl-3-ylmethyl]-amino}-cyclohexyl)-methyl-carbamic acid tert-butyl ester). As a reaction SMILES: [C:1]([O:5][C:6](=[O:48])[N:7]([CH:9]1[CH2:14][CH2:13][CH:12]([N:15]([C:36]([C:38]2[S:42][C:41]3[CH:43]=[CH:44][CH:45]=[CH:46][C:40]=3[C:39]=2[Cl:47])=[O:37])[CH2:16][C:17]2[CH:18]=[C:19]([C:24]3[CH:29]=[CH:28][C:27]([C:30](=[O:35])[C:31]([F:34])([F:33])[F:32])=[CH:26][CH:25]=3)[CH:20]=[CH:21][C:22]=2[F:23])[CH2:11][CH2:10]1)[CH3:8])([CH3:4])([CH3:3])[CH3:2].[BH4-].[Na+].O>CCO.C(Cl)Cl>[C:1]([O:5][C:6](=[O:48])[N:7]([CH:9]1[CH2:14][CH2:13][CH:12]([N:15]([C:36]([C:38]2[S:42][C:41]3[CH:43]=[CH:44][CH:45]=[CH:46][C:40]=3[C:39]=2[Cl:47])=[O:37])[CH2:16][C:17]2[CH:18]=[C:19]([C:24]3[CH:25]=[CH:26][C:27]([CH:30]([OH:35])[C:31]([F:33])([F:32])[F:34])=[CH:28][CH:29]=3)[CH:20]=[CH:21][C:22]=2[F:23])[CH2:11][CH2:10]1)[CH3:8])([CH3:4])([CH3:2])[CH3:3] |f:1.2|. Procedure details: Trifluoroacetophenone (265) (90 mg, 0.13 mmol) was dissolved in EtOH (0.9 mL) with a little DCM. Sodium borohydride (8 mg, 0.21 mmol) was added portionwise and the reaction stirred at RT until complete. H2O (5 mL) was added and the product extracted with EtOAc (2×5 mL). Drying (MgSO4), filtration, reduction in vacuo and chromatography with EtOAc/heptanes gave the title compound. Starting materials: CC(C)C[AlH]CC(C)C, CCOC(=O)c1cc(C)c2[nH]c(=O)n(-c3cc(S(=O)(=O)N4CCCCc5ccccc54)ccc3Cl)c2n1, Cl, C1CCOC1. Product: Cc1cc(CO)nc2c1[nH]c(=O)n2-c1cc(S(=O)(=O)N2CCCCc3ccccc32)ccc1Cl. RXN SMILES: [CH3:38][CH:39]([CH2:40][AlH:41][CH2:42][CH:43]([CH3:44])[CH3:45])[CH3:46].[Cl:1][c:2]1[c:3](-[n:22]2[c:23](=[O:37])[nH:24][c:25]3[c:26]2[n:27][c:28]([C:32](=[O:33])[O:34][CH2:35][CH3:36])[cH:29][c:30]3[CH3:31])[cH:4][c:5]([S:8](=[O:9])(=[O:10])[N:11]2[CH2:12][CH2:13][CH2:14][CH2:15][c:16]3[c:17]2[cH:18][cH:19][cH:20][cH:21]3)[cH:6][cH:7]1.[ClH:47].[O:48]1[CH2:49][CH2:50][CH2:51][CH2:52]1>>[Cl:1][c:2]1[c:3](-[n:22]2[c:23](=[O:37])[nH:24][c:25]3[c:26]2[n:27][c:28]([CH2:32][OH:33])[cH:29][c:30]3[CH3:31])[cH:4][c:5]([S:8](=[O:9])(=[O:10])[N:11]2[CH2:12][CH2:13][CH2:14][CH2:15][c:16]3[c:17]2[cH:18][cH:19][cH:20][cH:21]3)[cH:6][cH:7]1. Reactants: C[S-], CO, Cn1cc(CCl)c(=O)c2ccc(C(F)(F)F)cc21, Cl, [Na+], O. Product: CSCc1cn(C)c2cc(C(F)(F)F)ccc2c1=O. As a reaction SMILES: [CH3:20][S-:21].[CH3:23][OH:24].[Cl:2][CH2:3][c:4]1[cH:5][n:6]([CH3:19])[c:7]2[cH:8][c:9]([C:15]([F:16])([F:17])[F:18])[cH:10][cH:11][c:12]2[c:13]1=[O:14].[ClH:1].[Na+:22].[OH2:25]>>[CH2:3]([c:4]1[cH:5][n:6]([CH3:19])[c:7]2[cH:8][c:9]([C:15]([F:16])([F:17])[F:18])[cH:10][cH:11][c:12]2[c:13]1=[O:14])[S:21][CH3:20]. The reactants are [OH-].[K+] (potassium hydroxide), NC=1C2=CC=CC=C2N=C2CCCC(C12)=O (9-amino-3,4-dihydroacridin-1(2H)-one), O(C1=CC=CC=C1)CCCBr (3-phenoxypropyl bromide). The reagents and catalysts are S(=O)(=O)(O)[O-].C(CCC)[N+](CCCC)(CCCC)CCCC (tetrabutylammonium hydrogen sulfate). Run in C1(=CC=CC=C1)C (toluene). Reaction conditions: time 5 hour. The product is O(C1=CC=CC=C1)CCCNC=1C2=CC=CC=C2N=C2CCCC(C12)=O (9-(3-Phenoxypropylamino)-3,4-dihydroacridin-1(2H)-one). As a reaction SMILES: [OH-].[K+].[NH2:3][C:4]1[C:5]2[C:10]([N:11]=[C:12]3[C:17]=1[C:16](=[O:18])[CH2:15][CH2:14][CH2:13]3)=[CH:9][CH:8]=[CH:7][CH:6]=2.[O:19]([CH2:26][CH2:27][CH2:28]Br)[C:20]1[CH:25]=[CH:24][CH:23]=[CH:22][CH:21]=1>C1(C)C=CC=CC=1.S([O-])(O)(=O)=O.C([N+](CCCC)(CCCC)CCCC)CCC>[O:19]([CH2:26][CH2:27][CH2:28][NH:3][C:4]1[C:5]2[C:10]([N:11]=[C:12]3[C:17]=1[C:16](=[O:18])[CH2:15][CH2:14][CH2:13]3)=[CH:9][CH:8]=[CH:7][CH:6]=2)[C:20]1[CH:25]=[CH:24][CH:23]=[CH:22][CH:21]=1 |f:0.1,5.6|. Procedure: In 600 ml of toluene and 400 ml of 30% potassium hydroxide were combined 10.00 g of 9-amino-3,4-dihydroacridin-1(2H)-one, 39 ml of 3-phenoxypropyl bromide and 3.2 g of tetrabutylammonium hydrogen sulfate catalyst. The biphasic mixture was refluxed (bp 90° C.) with mechanical stirring for 5 hours, during which the reaction went to completion. The organic phase was separated, washed with ice cold saturated NaCl solution, dried over anhydrous magnesium sulfate, filtered and evaporated to an oil. Th... Solvent: C1CCOC1 (THF), O (water). Procedure details: The compound of example 224 (0.500 g, 0.00102 mol) was taken in THF (8 mL) and MeOH (1 mL) and to this reaction mixture, 1 N LiOH (0.213 g, 0.0051 mol) was added and stirred at room temperature for 2-3 h. After completion of the reaction, solvent was evaporated and the residue obtained was dissolved in water and acidified with 1 N HCl to obtain the title compound, which was filtered and dried. Product: FC1=CC=C(C=C1)NC(NC1=CC=C(C=C1)C=1C=C2CN(C(C2=CC1)=O)[C@H](C(=O)O)C(C)C)=O ((S)-2-(5-(4-(3-(4-Fluorophenyl)ureido)phenyl)-1-oxoisoindolin-2-yl)-3-methylbutanoic acid). Starting materials: FC1=CC=C(C=C1)NC(NC1=CC=C(C=C1)C=1C=C2CN(C(C2=CC1)=O)[C@H](C(=O)OC)C(C)C)=O ((S)-Methyl 2-(5-(4-(3-(4-fluorophenyl)ureido)phenyl)-1-oxoisoindolin-2-yl)-3-methylbutanoate), Cl (HCl), CO (MeOH), [Li+].[OH-] (LiOH). Conditions: time 2.5 hour. RXN SMILES: [F:1][C:2]1[CH:7]=[CH:6][C:5]([NH:8][C:9](=[O:35])[NH:10][C:11]2[CH:16]=[CH:15][C:14]([C:17]3[CH:18]=[C:19]4[C:23](=[CH:24][CH:25]=3)[C:22](=[O:26])[N:21]([C@@H:27]([CH:32]([CH3:34])[CH3:33])[C:28]([O:30]C)=[O:29])[CH2:20]4)=[CH:13][CH:12]=2)=[CH:4][CH:3]=1.CO.[Li+].[OH-].Cl>C1COCC1.O>[F:1][C:2]1[CH:3]=[CH:4][C:5]([NH:8][C:9](=[O:35])[NH:10][C:11]2[CH:16]=[CH:15][C:14]([C:17]3[CH:18]=[C:19]4[C:23](=[CH:24][CH:25]=3)[C:22](=[O:26])[N:21]([C@@H:27]([CH:32]([CH3:33])[CH3:34])[C:28]([OH:30])=[O:29])[CH2:20]4)=[CH:13][CH:12]=2)=[CH:6][CH:7]=1 |f:2.3|. The reactants are Br, C1CCCCC1, OCCCCCCCCCCO. Yields the product OCCCCCCCCCCBr. RXN SMILES: [BrH:13].[CH2:14]1[CH2:15][CH2:16][CH2:17][CH2:18][CH2:19]1.[CH2:1]([CH2:2][CH2:3][CH2:4][CH2:5][CH2:6][CH2:7][CH2:8][CH2:9][CH2:10][OH:11])[OH:12]>>[CH2:1]([CH2:2][CH2:3][CH2:4][CH2:5][CH2:6][CH2:7][CH2:8][CH2:9][CH2:10][OH:11])[Br:13]. The reactants are CS(=O)(=O)OC(CC#N)CCc1cccc(-c2ccccc2)c1, CCOCC, COCCOC, [I-], [Na+], O, [Zn]. Yields the product N#CC=CCCc1cccc(-c2ccccc2)c1. Reaction SMILES: [CH3:1][S:2]([O:3][CH:6]([CH2:7][C:8]#[N:9])[CH2:10][CH2:11][c:12]1[cH:13][c:14](-[c:18]2[cH:19][cH:20][cH:21][cH:22][cH:23]2)[cH:15][cH:16][cH:17]1)(=[O:4])=[O:5].[CH3:27][CH2:28][O:29][CH2:30][CH3:31].[CH3:32][O:33][CH2:34][CH2:35][O:36][CH3:37].[I-:25].[Na+:24].[OH2:26].[Zn:38]>>[CH:6](=[CH:7][C:8]#[N:9])[CH2:10][CH2:11][c:12]1[cH:13][c:14](-[c:18]2[cH:19][cH:20][cH:21][cH:22][cH:23]2)[cH:15][cH:16][cH:17]1.